This data is from the Open Reaction Database (ORD), a public repository of structured organic reaction records. The task is: describe an organic reaction: reactants, conditions, products, and yield The reactants are [Al+3], C1CCOC1, CCCCCCCCCC(C)=CC(=O)OC, [H-], [H-], [H-], [H-], [Li+], O, O=S(=O)(O)O. Product: CCCCCCCCCC(C)=CCO. Reaction SMILES: [Al+3:18].[CH2:29]1[O:30][CH2:31][CH2:32][CH2:33]1.[CH3:1][C:2](=[CH:3][C:4](=[O:5])[O:6][CH3:7])[CH2:8][CH2:9][CH2:10][CH2:11][CH2:12][CH2:13][CH2:14][CH2:15][CH3:16].[H-:17].[H-:20].[H-:21].[H-:22].[Li+:19].[OH2:23].[S:24](=[O:25])(=[O:26])([OH:27])[OH:28]>>[CH3:1][C:2](=[CH:3][CH2:4][OH:5])[CH2:8][CH2:9][CH2:10][CH2:11][CH2:12][CH2:13][CH2:14][CH2:15][CH3:16]. The reactants are CC(C)(C)[O-], CS(C)=O, C[S+](C)C, O=Cc1ccc2c(c1)OCO2, [I-], [K+], C1CCOC1, O. Product: c1cc2c(cc1C1CO1)OCO2. RXN SMILES: [CH3:1][C:2]([CH3:3])([O-:4])[CH3:5].[CH3:29][S:30](=[O:31])[CH3:32].[CH3:8][S+:9]([CH3:10])[CH3:11].[CH:12](=[O:13])[c:14]1[cH:15][cH:16][c:17]2[c:21]([cH:22]1)[O:20][CH2:19][O:18]2.[I-:7].[K+:6].[O:24]1[CH2:25][CH2:26][CH2:27][CH2:28]1.[OH2:23]>>[CH2:1]1[CH:12]([c:14]2[cH:15][cH:16][c:17]3[c:21]([cH:22]2)[O:20][CH2:19][O:18]3)[O:13]1. Starting materials: COC([C@H](CC1=C(C=C(C=C1)O)OC)OCC)=O ((2S)-2-ethoxy-3-(4-hydroxy-2-methoxy-phenyl)-propionic acid methyl ester), O=P(Cl)(Cl)Cl (POCl3), C([O-])([O-])=O.[Cs+].[Cs+] (cesium carbonate), ClCC=1N=C(OC1C)C1=CC=C(C=C1)C(C)C (4-chloromethyl-2-(4-isopropyl-phenyl)-5-methyl-oxazole), C(C)(C)C1=CC=C(C=O)C=C1 (4-isopropyl-benzaldehyde), [I-].[K+] (potassium iodide). The product is COC([C@H](CC1=C(C=C(C=C1)OCC=1N=C(OC1C)C1=CC=C(C=C1)C(C)C)OC)OCC)=O ((S)-2-ethoxy-3-{4-[2-(4-isopropyl-phenyl)-5-methyl-oxazol-4-ylmethoxy]-2-methoxy-phenyl}-propionic acid methyl ester). As a reaction SMILES: [CH3:1][O:2][C:3](=[O:18])[C@@H:4]([O:15][CH2:16][CH3:17])[CH2:5][C:6]1[CH:11]=[CH:10][C:9]([OH:12])=[CH:8][C:7]=1[O:13][CH3:14].Cl[CH2:20][C:21]1[N:22]=[C:23]([C:27]2[CH:32]=[CH:31][C:30]([CH:33]([CH3:35])[CH3:34])=[CH:29][CH:28]=2)[O:24][C:25]=1[CH3:26].C(C1C=CC(C=O)=CC=1)(C)C.O=P(Cl)(Cl)Cl.C(=O)([O-])[O-].[Cs+].[Cs+].[I-].[K+]>>[CH3:1][O:2][C:3](=[O:18])[C@@H:4]([O:15][CH2:16][CH3:17])[CH2:5][C:6]1[CH:11]=[CH:10][C:9]([O:12][CH2:20][C:21]2[N:22]=[C:23]([C:27]3[CH:28]=[CH:29][C:30]([CH:33]([CH3:35])[CH3:34])=[CH:31][CH:32]=3)[O:24][C:25]=2[CH3:26])=[CH:8][C:7]=1[O:13][CH3:14] |f:4.5.6,7.8|. Procedure: In analogy to the procedure described in example 1 f], (2S)-2-ethoxy-3-(4-hydroxy-2-methoxy-phenyl)-propionic acid methyl ester (example 24 c]) was reacted with 4-chloromethyl-2-(4-isopropyl-phenyl)-5-methyl-oxazole (prepared from 4-isopropyl-benzaldehyde and diacetyl monoxyme followed by treatment with POCl3 in analogy to the procedures described in examples 5 a] and 2 b]) in the presence of cesium carbonate and potassium iodide to yield (S)-2-ethoxy-3-{4-[2-(4-isopropyl-phenyl)-5-methyl-oxazol... Reactants: CCO, CCOC(=O)c1cc2c(=O)c3cc(C(C)CO)ccc3oc2nc1N, [Na+], [OH-], O. The product is CC(CO)c1ccc2oc3nc(N)c(C(=O)O)cc3c(=O)c2c1. RXN SMILES: [CH3:26][CH2:27][OH:28].[NH2:1][c:2]1[c:3]([C:21](=[O:22])[O:23][CH2:24][CH3:25])[cH:4][c:5]2[c:6]([n:7]1)[o:8][c:9]1[c:10]([c:11]2=[O:12])[cH:13][c:14]([CH:17]([CH2:18][OH:19])[CH3:20])[cH:15][cH:16]1.[Na+:30].[OH-:29].[OH2:31]>>[NH2:1][c:2]1[c:3]([C:21](=[O:22])[OH:23])[cH:4][c:5]2[c:6]([n:7]1)[o:8][c:9]1[c:10]([c:11]2=[O:12])[cH:13][c:14]([CH:17]([CH2:18][OH:19])[CH3:20])[cH:15][cH:16]1. Reactants: N[C@@H](CC(=O)O)C(=O)O (L-aspartic acid), CC(CC=O)(C)C (3,3-dimethylbutyraldehyde), C([O-])(O)=O.[Na+] (sodium bicarbonate). The reagents and catalysts are [Pd] (Pd/C), [Pd] (Pd/C). Run in CO (methanol), O (water). Conditions: time 2 day. Product: C(CC(C)(C)C)N[C@@H](CC(=O)O)C(=O)O (N-neohexyl-L-aspartic acid). The yield is 72.9%. Reaction SMILES: [NH2:1][C@H:2]([C:7]([OH:9])=[O:8])[CH2:3][C:4]([OH:6])=[O:5].C(=O)(O)[O-].[Na+].[CH3:15][C:16]([CH3:21])([CH3:20])[CH2:17][CH:18]=O>O.CO.[Pd]>[CH2:18]([NH:1][C@H:2]([C:7]([OH:9])=[O:8])[CH2:3][C:4]([OH:6])=[O:5])[CH2:17][C:16]([CH3:21])([CH3:20])[CH3:15] |f:1.2|. Procedure details: L-aspartic acid (4 g, 0.03 mol) was added to a Parr bottle containing a solution of sodium bicarbonate (5.04 g, 0.06 mol) in water (50 mL) to form a clear solution, with effervescence. A solution of 3,3-dimethylbutyraldehyde (3 g, 0.03 mol) in methanol (50 mL) was then added to the Parr bottle, followed by Pd/C (4% palladium on carbon, 50% wet, 0.4 g). The mixture was hydrogenated at 50 psi/room temperature for 2 days. If the reaction was not complete, fresh Pd/C (0.2 g) would be added and hydro... The reactants are OC1=CC=C(C(=O)CNC2=C(C=CC(=C2)OC)C2CC=3C=CC(=CC3CC2)OC(C(C)(C)C)=O)C=C1 (pivalic acid 6-{2-[(4-hydroxybenzoyl)methylamino]-4-methoxyphenyl}-5,6,7,8-tetrahydronaphthalen-2-yl ester), N1(CCCCCCC1)C(CCl)=O (1-azocan-1-yl-2-chloroethanone). Product: N1(CCCCCCC1)CCOC1=CC=C(CCNC2=C(C=CC(=C2)OC)C2CC=3C=CC(=CC3CC2)O)C=C1 (6-{2-{[4-(2-Azocan-1-ylethoxy)benzyl]methylamino}-4-methoxyphenyl}-5,6,7,8-tetrahydronaphthalen-2-ol). The yield is 12.9%. RXN SMILES: [OH:1][C:2]1[CH:36]=[CH:35][C:5]([C:6]([CH2:8][NH:9][C:10]2[CH:15]=[C:14]([O:16][CH3:17])[CH:13]=[CH:12][C:11]=2[CH:18]2[CH2:27][CH2:26][C:25]3[CH:24]=[C:23]([O:28]C(=O)C(C)(C)C)[CH:22]=[CH:21][C:20]=3[CH2:19]2)=O)=[CH:4][CH:3]=1.[N:37]1([C:45](=O)[CH2:46]Cl)[CH2:44][CH2:43][CH2:42][CH2:41][CH2:40][CH2:39][CH2:38]1>>[N:37]1([CH2:45][CH2:46][O:1][C:2]2[CH:36]=[CH:35][C:5]([CH2:6][CH2:8][NH:9][C:10]3[CH:15]=[C:14]([O:16][CH3:17])[CH:13]=[CH:12][C:11]=3[CH:18]3[CH2:27][CH2:26][C:25]4[CH:24]=[C:23]([OH:28])[CH:22]=[CH:21][C:20]=4[CH2:19]3)=[CH:4][CH:3]=2)[CH2:44][CH2:43][CH2:42][CH2:41][CH2:40][CH2:39][CH2:38]1. Procedure: Synthesized from pivalic acid 6-{2-[(4-hydroxybenzoyl)methylamino]-4-methoxyphenyl}-5,6,7,8-tetrahydronaphthalen-2-yl ester (25 mg) and 1-azocan-1-yl-2-chloroethanone (19 mg) according to an analogous synthetic method to Example 404 and purified by LC-MS, the title compound (3.5 mg) was obtained.